This data is from the Open Reaction Database (ORD), a public repository of structured organic reaction records. The task is: describe an organic reaction: reactants, conditions, products, and yield Starting materials: CS (methylmercaptan), ClCCCN(CCC)C1CC2=CC=CC(=C2CC1)OC (2-[N-(3-chloropropyl)-N-propylamino]-1,2,3,4-tetrahydro-5-methoxynaphthalene), [Na] (sodium). The solvent is C(C)O (ethanol), C(C)O (ethanol), C(C)O (ethanol). Run at time 1 hour. Product: COC1=C2CCC(CC2=CC=C1)N(CCC)CCCSC (1,2,3,4-tetrahydro-5-methoxy-2-[N-(3-methylthiopropyl)-N-propylamino]naphthalene). RXN SMILES: [Na].[CH3:2][SH:3].Cl[CH2:5][CH2:6][CH2:7][N:8]([CH:12]1[CH2:21][CH2:20][C:19]2[C:14](=[CH:15][CH:16]=[CH:17][C:18]=2[O:22][CH3:23])[CH2:13]1)[CH2:9][CH2:10][CH3:11]>C(O)C>[CH3:23][O:22][C:18]1[CH:17]=[CH:16][CH:15]=[C:14]2[C:19]=1[CH2:20][CH2:21][CH:12]([N:8]([CH2:7][CH2:6][CH2:5][S:3][CH3:2])[CH2:9][CH2:10][CH3:11])[CH2:13]2 |^1:0|. Procedure: 2.35 g sodium are dissolved in 50 ml absolute ethanol and immediately 4.8 g methylmercaptan in 60 ml ethanol are added dropwise. The mixture is warmed to 45° and at this temperature a solution of 19.7 g 2-[N-(3-chloropropyl)-N-propylamino]-1,2,3,4-tetrahydro-5-methoxynaphthalene in 120 ml absolute ethanol are added. The mixture is stirred at 50° for 1 hour. The residue is partitioned between ether and water. The ether phase is dried over potassium carbonate, filtered and concentrated. The result... Solvent: C(C)N(CC)CC (triethylamine). Reaction conditions: temperature 23 celsius, time 30 minute. Starting materials: C(CO)Cl (ethylene chlorohydrin), CCOCC (ether), C(C(C)C)S(=O)(=O)Cl (isobutane sulfonyl chloride). Product: C(C(C)C)S(=O)(=O)OCCCl (2-Chloroethyl isobutane-sulfonate). Procedure details: A mixture was formed containing 6.7 ml. of ethylene chlorohydrin, 70 ml. of ether and 15.6 g. of isobutane sulfonyl chloride. Then, 14 ml. of triethylamine was added dropwise to the mixture with stirring in an ice bath over a period of 30 minutes at 12°-14° C. While stirring the mixture was allowed to warm to 23° C. (1 hour) and was then washed with water (100 ml.), dried over magnesium sulfate and evaporated to yield 19.7 g. of a colorless oil. nD30 1.4502. Reaction SMILES: [CH2:1]([Cl:4])[CH2:2][OH:3].CCOCC.[CH2:10]([S:14](Cl)(=[O:16])=[O:15])[CH:11]([CH3:13])[CH3:12]>C(N(CC)CC)C>[CH2:10]([S:14]([O:3][CH2:2][CH2:1][Cl:4])(=[O:16])=[O:15])[CH:11]([CH3:13])[CH3:12]. The reactants are O (water), 22.4, NC=1C=C(C=CC1N)N1C(COCC1)=O (4-(3,4-diaminophenyl)morpholin-3-one), NC1=NC=C(C=C1C=O)I (2-amino-5-iodopyridine-3-carbaldehyde), S(=O)(O)[O-].[Na+] (sodium hydrogensulfite). Run in CN(C)C=O (DMF). Conditions: temperature 150 celsius, time 18 hour. Yields the product NC1=NC=C(C=C1C=1NC2=C(N1)C=CC(=C2)N2C(COCC2)=O)I (4-[2-(2-amino-5-iodopyridin-3-yl)-3H-benzimidazol-5-yl]morpholin-3-one). As a reaction SMILES: [NH2:1][C:2]1[CH:3]=[C:4]([N:9]2[CH2:14][CH2:13][O:12][CH2:11][C:10]2=[O:15])[CH:5]=[CH:6][C:7]=1[NH2:8].[NH2:16][C:17]1[C:22]([CH:23]=O)=[CH:21][C:20]([I:25])=[CH:19][N:18]=1.S([O-])(O)=O.[Na+].O>CN(C=O)C>[NH2:16][C:17]1[C:22]([C:23]2[NH:1][C:2]3[CH:3]=[C:4]([N:9]4[CH2:14][CH2:13][O:12][CH2:11][C:10]4=[O:15])[CH:5]=[CH:6][C:7]=3[N:8]=2)=[CH:21][C:20]([I:25])=[CH:19][N:18]=1 |f:2.3|. Reported procedure: 22.4 320 mg (1.544 mmol) of 4-(3,4-diaminophenyl)morpholin-3-one are dissolved in 4 ml of DMF, and 382.99 mg (1.544 mmol) of 2-amino-5-iodopyridine-3-carbaldehyde and 0.913 ml (4.633 mmol) of 38-40% sodium hydrogensulfite solution are added at room temperature. The mixture is stirred at 150° C. for 18 hours. The batch is cooled to room temperature, poured into 20 ml of water, the precipitate which deposits in the process is separated off and washed well with about 10 ml of water. The precipitate... Starting materials: Cl (hydrochloric acid), C(C1=CC=CC=C1)N1C(COC(C1)(CCOS(=O)(=O)C)C1=CC(=C(C=C1)Cl)Cl)=O (4-Benzyl-6-(3,4-dichlorophenyl)-6-[2-(methanesulfonyloxy)ethyl]morpholin-3-one), C1(=CC=C(C=C1)S(=O)(=O)O)C.C(C)(=O)N(C)C1(CCNCC1)C1=CC=CC=C1 (4-(acetyl-N-methylamino)-4-phenylpiperidine p-toluenesulfonate), C(=O)([O-])[O-].[K+].[K+] (K2CO3). Solvent: O (water), CCOCC (ether), CN(C)C=O (DMF), C(Cl)Cl (DCM). The product is O.Cl.C(C)(=O)N(C)C1(CCN(CC1)CCC1(OCC(N(C1)CC1=CC=CC=C1)=O)C1=CC(=C(C=C1)Cl)Cl)C1=CC=CC=C1 (6-[2-[4-(Acetyl-N-methylamino)-4-phenylpiperid-1-yl]ethyl]-4-benzyl-6-(3,4-dichlorophenyl)morpholin-3-one hydrochloride monohydrate). Yield: 79.6%. As a reaction SMILES: [CH2:1]([N:8]1[CH2:13][C:12]([C:21]2[CH:26]=[CH:25][C:24]([Cl:27])=[C:23]([Cl:28])[CH:22]=2)([CH2:14][CH2:15]OS(C)(=O)=O)[O:11][CH2:10][C:9]1=[O:29])[C:2]1[CH:7]=[CH:6][CH:5]=[CH:4][CH:3]=1.C1(C)C=CC(S(O)(=O)=O)=CC=1.[C:41]([N:44]([C:46]1([C:52]2[CH:57]=[CH:56][CH:55]=[CH:54][CH:53]=2)[CH2:51][CH2:50][NH:49][CH2:48][CH2:47]1)[CH3:45])(=[O:43])[CH3:42].C([O-])([O-])=O.[K+].[K+].Cl>CN(C=O)C.C(Cl)Cl.CCOCC.O>[OH2:11].[ClH:27].[C:41]([N:44]([C:46]1([C:52]2[CH:53]=[CH:54][CH:55]=[CH:56][CH:57]=2)[CH2:47][CH2:48][N:49]([CH2:15][CH2:14][C:12]2([C:21]3[CH:26]=[CH:25][C:24]([Cl:27])=[C:23]([Cl:28])[CH:22]=3)[CH2:13][N:8]([CH2:1][C:2]3[CH:3]=[CH:4][CH:5]=[CH:6][CH:7]=3)[C:9](=[O:29])[CH2:10][O:11]2)[CH2:50][CH2:51]1)[CH3:45])(=[O:43])[CH3:42] |f:1.2,3.4.5,11.12.13|. Procedure details: A mixture of 1.1 g of the compound obtained in step B of EXAMPLE 14, 1.85 g of 4-(acetyl-N-methylamino)-4-phenylpiperidine p-toluenesulfonate and 1.3 g of K2CO3 in 3 ml of DMF is heated at 80°-100° C. for 2 hours. After cooling to RT, the reaction mixture is poured into water and extracted with ether, the organic phase is washed with water and dried over MgSO4 and the solvent is evaporated off under vacuum. The residue is chromatographed on silica H using a DCM/MeOH mixture (from 100/1; v/v to 1... Starting materials: [H-].[Na+] (sodium hydride), OC1N(C(C2=CC=CC=C12)=O)C1=NC2=NC(=CC=C2C=C1)OC (3-hydroxy-2-(7-methoxy-1,8-naphthyridin-2-yl)-1-isoindolinone), O (water), C1(CCCCC1)NC(CCl)=O (N-(cyclohexyl)chloroacetamide). Run in CN(C=O)C (dimethylformamide). Reaction conditions: temperature 80 celsius. Yields the product COC1=CC=C2C=CC(=NC2=N1)N1C(C2=CC=CC=C2C1=O)OCC(=O)NC1CCCCC1 ([2-(7-methoxy-1,8-naphthyridin-2-yl)-3-oxo-1-isoindolinyloxy]-N-cyclohexylacetamide). Yield: 10.1%. Reaction SMILES: [H-].[Na+].[OH:3][CH:4]1[C:12]2[C:7](=[CH:8][CH:9]=[CH:10][CH:11]=2)[C:6](=[O:13])[N:5]1[C:14]1[CH:23]=[CH:22][C:21]2[C:16](=[N:17][C:18]([O:24][CH3:25])=[CH:19][CH:20]=2)[N:15]=1.[CH:26]1([NH:32][C:33](=[O:36])[CH2:34]Cl)[CH2:31][CH2:30][CH2:29][CH2:28][CH2:27]1.O>CN(C)C=O>[CH3:25][O:24][C:18]1[N:17]=[C:16]2[C:21]([CH:22]=[CH:23][C:14]([N:5]3[C:4](=[O:3])[C:12]4[C:7](=[CH:8][CH:9]=[CH:10][CH:11]=4)[CH:6]3[O:13][CH2:34][C:33]([NH:32][CH:26]3[CH2:31][CH2:30][CH2:29][CH2:28][CH2:27]3)=[O:36])=[N:15]2)=[CH:20][CH:19]=1 |f:0.1|. Procedure: An oily suspension (50% by weight; 2.1 g) of sodium hydride is added at a temperature in the region of 0° C. to a solution, maintained under a nitrogen atmosphere, of 3-hydroxy-2-(7-methoxy-1,8-naphthyridin-2-yl)-1-isoindolinone (12.3 g) in anhydrous dimethylformamide (150 cc). The suspension obtained is stirred for 45 minutes at a temperature in the region of 0° C., N-(cyclohexyl)chloroacetamide (7.7 g) is then added and the mixture is heated to 80° C. for 18 hours. After being cooled, the reac... Starting materials: COC(=O)C1(C)CN(c2ccc(F)cc2)C(=O)N1, CO, Cl, [Na+], [OH-]. Yields the product CC1(C(=O)O)CN(c2ccc(F)cc2)C(=O)N1. As a reaction SMILES: [CH3:1][O:2][C:3](=[O:4])[C:5]1([CH3:18])[NH:6][C:7](=[O:17])[N:8]([c:10]2[cH:11][cH:12][c:13]([F:16])[cH:14][cH:15]2)[CH2:9]1.[CH3:22][OH:23].[ClH:21].[Na+:20].[OH-:19]>>[O:2]=[C:3]([OH:4])[C:5]1([CH3:18])[NH:6][C:7](=[O:17])[N:8]([c:10]2[cH:11][cH:12][c:13]([F:16])[cH:14][cH:15]2)[CH2:9]1. The reactants are C(C)OC(=O)C1=CC=C(C=C1)C1=C(C=CC(=C1)NC(C1=CC=C(C=C1)N1CCOCC1)=O)C (2′-Methyl-5′-(4-morpholin-4-yl-benzoylamino)-biphenyl-4-carboxylic acid ethyl ester). Solvent: C1CCOC1 (THF), [OH-].[Na+] (sodium hydroxide). The product is CC1=C(C=C(C=C1)NC(C1=CC=C(C=C1)N1CCOCC1)=O)C1=CC=C(C=C1)C(=O)O (2′-Methyl-5′-(4-morpholin-4-yl-benzoylamino)-biphenyl-4-carboxylic acid). RXN SMILES: C([O:3][C:4]([C:6]1[CH:11]=[CH:10][C:9]([C:12]2[CH:17]=[C:16]([NH:18][C:19](=[O:32])[C:20]3[CH:25]=[CH:24][C:23]([N:26]4[CH2:31][CH2:30][O:29][CH2:28][CH2:27]4)=[CH:22][CH:21]=3)[CH:15]=[CH:14][C:13]=2[CH3:33])=[CH:8][CH:7]=1)=[O:5])C>C1COCC1.[OH-].[Na+]>[CH3:33][C:13]1[CH:14]=[CH:15][C:16]([NH:18][C:19](=[O:32])[C:20]2[CH:21]=[CH:22][C:23]([N:26]3[CH2:27][CH2:28][O:29][CH2:30][CH2:31]3)=[CH:24][CH:25]=2)=[CH:17][C:12]=1[C:9]1[CH:10]=[CH:11][C:6]([C:4]([OH:5])=[O:3])=[CH:7][CH:8]=1 |f:2.3|. Procedure details: 2′-Methyl-5′-(4-morpholin-4-yl-benzoylamino)-biphenyl-4-carboxylic acid ethyl ester (2.4 g) was stirred in a mixture of THF (25 ml) and 1M sodium hydroxide (50 ml) at 10° C. for 4 h. The mixture was allowed to cool and the THF was evaporated. The residue was acidified and the resultant colourless precipitate collected by filtration and dried (1.98 g). Starting materials: ClC=1C=C(C=CC1OC(C)C)C1=NC(=NO1)C=1C=CC=C2C(=CN(C12)C)CCCC(=O)OCC (ethyl 4-[7-(5-{3-chloro-4-[(1-methylethyl)oxy]phenyl}-1,2,4-oxadiazol-3-yl)-1-methyl-1H-indol-3-yl]butanoate), [OH-].[Na+] (NaOH), Cl (HCl). Run in C1CCOC1 (THF). Conditions: temperature 60 celsius, time 8 hour. Yields the product ClC=1C=C(C=CC1OC(C)C)C1=NC(=NO1)C=1C=CC=C2C(=CN(C12)C)CCCC(=O)O (4-[7-(5-{3-chloro-4-[(1-methylethyl)oxy]phenyl}-1,2,4-oxadiazol-3-yl)-1-methyl-1H-indol-3-yl]butanoic acid). Yield: 17.7%. RXN SMILES: [Cl:1][C:2]1[CH:3]=[C:4]([C:12]2[O:16][N:15]=[C:14]([C:17]3[CH:18]=[CH:19][CH:20]=[C:21]4[C:25]=3[N:24]([CH3:26])[CH:23]=[C:22]4[CH2:27][CH2:28][CH2:29][C:30]([O:32]CC)=[O:31])[N:13]=2)[CH:5]=[CH:6][C:7]=1[O:8][CH:9]([CH3:11])[CH3:10].[OH-].[Na+].Cl>C1COCC1>[Cl:1][C:2]1[CH:3]=[C:4]([C:12]2[O:16][N:15]=[C:14]([C:17]3[CH:18]=[CH:19][CH:20]=[C:21]4[C:25]=3[N:24]([CH3:26])[CH:23]=[C:22]4[CH2:27][CH2:28][CH2:29][C:30]([OH:32])=[O:31])[N:13]=2)[CH:5]=[CH:6][C:7]=1[O:8][CH:9]([CH3:10])[CH3:11] |f:1.2|. Reported procedure: To a solution of ethyl 4-[7-(5-{3-chloro-4-[(1-methylethyl)oxy]phenyl}-1,2,4-oxadiazol-3-yl)-1-methyl-1H-indol-3-yl]butanoate (D57) (120 mg) in THF (5 mL) was added aqueous NaOH (2M, 2 mL). The reaction was stirred at 60° C. overnight. The mixture was acidified with aqueous HCl (2M) to pH 5-6, partitioned between ethyl acetate (20 mL) and water (20 mL). The organic phase was separated and dried over anhydrous sodium sulphate. After removing the solvent, the crude product was purified by TLC sepa... RXN SMILES: [CH2:1]([N:8]1[CH2:16][C:15]2[C:10](=[CH:11][CH:12]=[C:13]([C:17]3(O)[CH2:22][C@@H:21]([CH3:23])[O:20][C@@H:19]([CH3:24])[CH2:18]3)[CH:14]=2)[CH2:9]1)[C:2]1[CH:7]=[CH:6][CH:5]=[CH:4][CH:3]=1.CS(Cl)(=O)=O.C1CCN2C(=NCCC2)CC1>C(N(CC)CC)C>[CH2:1]([N:8]1[CH2:16][C:15]2[C:10](=[CH:11][CH:12]=[C:13]([C:17]3[CH2:22][C@H:21]([CH3:23])[O:20][C@H:19]([CH3:24])[CH:18]=3)[CH:14]=2)[CH2:9]1)[C:2]1[CH:3]=[CH:4][CH:5]=[CH:6][CH:7]=1. Reactants: C(C1=CC=CC=C1)N1CC2=CC=C(C=C2C1)C1(C[C@@H](O[C@@H](C1)C)C)O ((2S,6R)-4-(2-benzyl-2,3-dihydro-1H-isoindol-5-yl)-2,6-dimethyl-tetrahydro-pyran-4-ol), CS(=O)(=O)Cl (methanesulfonyl chloride), C1CCC2=NCCCN2CC1 (DBU). Procedure: Prepared in analogy to Example A65(a) from (2S,6R)-4-(2-benzyl-2,3-dihydro-1H-isoindol-5-yl)-2,6-dimethyl-tetrahydro-pyran-4-ol (Example A70(a)) and methanesulfonyl chloride, triethylamine, and DBU. Brown oil. MS (m/e): 320.3 ([M+H]+, 100%). Run in C(C)N(CC)CC (triethylamine). Yields the product C(C1=CC=CC=C1)N1CC2=CC=C(C=C2C1)C=1C[C@@H](O[C@@H](C1)C)C (2-Benzyl-5-((2S,6R)-2,6-dimethyl-3,6-dihydro-2H-pyran-4-yl)-2,3-dihydro-1H-isoindole).